Dataset: the Open Reaction Database (ORD), a public repository of structured organic reaction records. Task: describe an organic reaction: reactants, conditions, products, and yield Reactants: CC(C)(C)C=1N=C(SC1N(C([O-])=O)C[C@H](CC1=CC=C(C=C1)C(F)(F)F)NC(=O)OC(C)(C)C)C=1C=C2C=CN=CC2=CC1 (1,1-dimethylethyl((2S)-2-((((1,1-dimethylethyl)oxy)carbonyl)-amino)-3-(4-(trifluoromethyl)phenyl)propyl)(2-(6-isoquinolinyl)-1,3-thiazol-5-yl)carbamate), C(=O)(C(F)(F)F)O (TFA). Conditions: time 1 hour. Yields the product FC(C(=O)O)(F)F.N[C@H](CNC1=CN=C(S1)C=1C=C2C=CN=CC2=CC1)CC1=CC=C(C=C1)C(F)(F)F (N-((S)-2-Amino-3-(4-(trifluoromethyl)phenyl)propyl)-2-(isoquinolin-6-yl)thiazol-5-amine trifluoroacetate). The yield is 64.0%. As a reaction SMILES: CC([C:5]1[N:6]=[C:7]([C:35]2[CH:36]=[C:37]3[C:42](=[CH:43][CH:44]=2)[CH:41]=[N:40][CH:39]=[CH:38]3)[S:8][C:9]=1[N:10]([CH2:14][C@@H:15]([NH:27]C(OC(C)(C)C)=O)[CH2:16][C:17]1[CH:22]=[CH:21][C:20]([C:23]([F:26])([F:25])[F:24])=[CH:19][CH:18]=1)C(=O)[O-])(C)C.[C:45]([OH:51])([C:47]([F:50])([F:49])[F:48])=[O:46]>>[F:48][C:47]([F:50])([F:49])[C:45]([OH:51])=[O:46].[NH2:27][C@@H:15]([CH2:16][C:17]1[CH:22]=[CH:21][C:20]([C:23]([F:24])([F:26])[F:25])=[CH:19][CH:18]=1)[CH2:14][NH:10][C:9]1[S:8][C:7]([C:35]2[CH:36]=[C:37]3[C:42](=[CH:43][CH:44]=2)[CH:41]=[N:40][CH:39]=[CH:38]3)=[N:6][CH:5]=1 |f:2.3|. Reported procedure: To a 250 mL round-bottomed flask containing 1,1-dimethylethyl((2S)-2-((((1,1-dimethylethyl)oxy)carbonyl)-amino)-3-(4-(trifluoromethyl)phenyl)propyl)(2-(6-isoquinolinyl)-1,3-thiazol-5-yl)carbamate (8.9 mg, 0.014 mmol) was added TFA (1 mL). The mixture was stirred at room temperature 1 hour and evaporated. The crude product was purified by reverse-phase preparative HPLC using a Phenomenex Gemini column, 10 micron, C18, 110 Å, 150×30 mm, 0.1% TFA in CH3CN/H2O, gradient 5% to 100% over 15 minutes, t... Starting materials: COCC1CO1 (glycidyl methyl ether), C(=O)(O)CN1CCN(CCN(CCNCC1)CC(=O)O)CC(=O)O (1,4,7-triscarboxymethyl-1,4,7,10-tetraazacyclododecane), [OH-].[K+] (potassium hydroxide). The solvent is O1CCOCC1 (dioxane), O (water). Reaction conditions: temperature 50 celsius, time 24 hour. The product is OC(CN1CCN(CCN(CCN(CC1)CC(=O)O)CC(=O)O)CC(=O)O)COC (10-(2-Hydroxy-3-methoxy-propyl)-1,4,7-tris-carboxymethyl-1,4,7,10-tetraazacyclododecane). As a reaction SMILES: [CH3:1][O:2][CH2:3][CH:4]1[O:6][CH2:5]1.[C:7]([CH2:10][N:11]1[CH2:22][CH2:21][NH:20][CH2:19][CH2:18][N:17]([CH2:23][C:24]([OH:26])=[O:25])[CH2:16][CH2:15][N:14]([CH2:27][C:28]([OH:30])=[O:29])[CH2:13][CH2:12]1)([OH:9])=[O:8].[OH-].[K+]>O1CCOCC1.O>[OH:6][CH:4]([CH2:3][O:2][CH3:1])[CH2:5][N:20]1[CH2:21][CH2:22][N:11]([CH2:10][C:7]([OH:9])=[O:8])[CH2:12][CH2:13][N:14]([CH2:27][C:28]([OH:30])=[O:29])[CH2:15][CH2:16][N:17]([CH2:23][C:24]([OH:26])=[O:25])[CH2:18][CH2:19]1 |f:2.3|. Procedure: 7.63 g (86.58 mmol) of glycidyl methyl ether and 10 g (28.86 mmol) of 1,4,7-triscarboxymethyl-1,4,7,10-tetraazacyclododecane are dissolved in a mixture of 50 ml of dioxane/80 ml of water, and the pH is brought to 10 with 6 N potassium hydroxide solution. It is stirred for 24 hours at 50° C. It is evaporated to dryness, the residue is taken up with 300 ml of water/50 ml of methanol and extracted twice with 100 ml of tert-butyl methyl ether. The aqueous solution is adjusted to pH 1 with 5 N hydroc... Reactants: BrC=1C=C(CN2CCCC3=CC=C(C=C23)C(F)(F)F)C=CC1 (1-(3-bromo-benzyl)-7-trifluoromethyl-1,2,3,4-tetrahydro-quinoline), OCC1=CC=C(C=C1)B(O)O (4-(hydroxymethyl)phenyl boronic acid), C(=O)([O-])[O-].[Na+].[Na+] (Na2CO3), tetrakistriphenylphosphine palladium. Run in C1(=CC=CC=C1)C (toluene), C(C)O (ethanol). Reaction conditions: temperature 80 celsius. Product: FC(C1=CC=C2CCCN(C2=C1)CC=1C=C(C=CC1)C1=CC=C(C=C1)CO)(F)F ([3′-(7-trifluoromethyl-3,4-dihydro-2H-quinolin-1-ylmethyl)-biphenyl-4-yl]-methanol). RXN SMILES: Br[C:2]1[CH:3]=[C:4]([CH:20]=[CH:21][CH:22]=1)[CH2:5][N:6]1[C:15]2[C:10](=[CH:11][CH:12]=[C:13]([C:16]([F:19])([F:18])[F:17])[CH:14]=2)[CH2:9][CH2:8][CH2:7]1.[OH:23][CH2:24][C:25]1[CH:30]=[CH:29][C:28](B(O)O)=[CH:27][CH:26]=1.C([O-])([O-])=O.[Na+].[Na+]>C1(C)C=CC=CC=1.C(O)C>[F:17][C:16]([F:19])([F:18])[C:13]1[CH:14]=[C:15]2[C:10]([CH2:9][CH2:8][CH2:7][N:6]2[CH2:5][C:4]2[CH:3]=[C:2]([C:28]3[CH:29]=[CH:30][C:25]([CH2:24][OH:23])=[CH:26][CH:27]=3)[CH:22]=[CH:21][CH:20]=2)=[CH:11][CH:12]=1 |f:2.3.4|. Procedure: Under a nitrogen atmosphere, a solution of 1-(3-bromo-benzyl)-7-trifluoromethyl-1,2,3,4-tetrahydro-quinoline (2.36 g, 6.37 mmol), 4-(hydroxymethyl)phenyl boronic acid (1.07 g, 7.01 mmol), and 2 M Na2CO3 (7 mL, 12.7 mmol) in 16 mL of toluene and 4 mL ethanol (0.3 M) was treated with tetrakistriphenylphosphine palladium (Pd(Ph3)4) (0.37 g, 0.32 mmol) and heated to 80° C. for 2 hours. After cooling to room temperature the solution was extracted with ethyl acetate, dried over MgSO4, and concentrated... Reactants: [BH4-], COc1ccc(C2C=C(C)C=CN2C)c(OC)c1, CO, [Na+]. Product: COc1ccc(C2C=C(C)CCN2C)c(OC)c1. RXN SMILES: [BH4-:19].[CH3:1][O:2][c:3]1[c:4]([CH:11]2[N:12]([CH3:18])[CH:13]=[CH:14][C:15]([CH3:17])=[CH:16]2)[cH:5][cH:6][c:7]([O:9][CH3:10])[cH:8]1.[CH3:21][OH:22].[Na+:20]>>[CH3:1][O:2][c:3]1[c:4]([CH:11]2[N:12]([CH3:18])[CH2:13][CH2:14][C:15]([CH3:17])=[CH:16]2)[cH:5][cH:6][c:7]([O:9][CH3:10])[cH:8]1.